From a dataset of the Open Reaction Database (ORD), a public repository of structured organic reaction records. describe an organic reaction: reactants, conditions, products, and yield Starting materials: COc1ccc(C(Nc2nc(OC)c3ncn(C4OC(COC(c5ccccc5)(c5ccc(OC)cc5)c5ccc(OC)cc5)C(O)C4(C)F)c3n2)(c2ccccc2)c2ccc(OC)cc2)cc1, CN(C)c1ccncc1, O=C(Cl)OCc1ccccc1, ClCCl, [Na+], O=C([O-])O. The product is COc1ccc(C(Nc2nc(OC)c3ncn(C4OC(COC(c5ccccc5)(c5ccc(OC)cc5)c5ccc(OC)cc5)C(OC(=O)OCc5ccccc5)C4(C)F)c3n2)(c2ccccc2)c2ccc(OC)cc2)cc1. Reaction SMILES: [CH3:1][O:2][c:3]1[cH:4][cH:5][c:6]([C:9]([O:10][CH2:11][CH:12]2[O:13][CH:14]([n:20]3[c:21]4[n:22][c:23]([NH:31][C:32]([c:33]5[cH:34][cH:35][cH:36][cH:37][cH:38]5)([c:39]5[cH:40][cH:41][c:42]([O:45][CH3:46])[cH:43][cH:44]5)[c:47]5[cH:48][cH:49][c:50]([O:53][CH3:54])[cH:51][cH:52]5)[n:24][c:25]([O:29][CH3:30])[c:26]4[n:27][cH:28]3)[C:15]([CH3:18])([F:19])[CH:16]2[OH:17])([c:55]2[cH:56][cH:57][cH:58][cH:59][cH:60]2)[c:61]2[cH:62][cH:63][c:64]([O:67][CH3:68])[cH:65][cH:66]2)[cH:7][cH:8]1.[CH3:88][N:89]([c:90]1[cH:91][cH:92][n:93][cH:94][cH:95]1)[CH3:96].[Cl:69][C:70](=[O:71])[O:72][CH2:73][c:74]1[cH:75][cH:76][cH:77][cH:78][cH:79]1.[Cl:85][CH2:86][Cl:87].[Na+:84].[O-:80][C:81]([OH:82])=[O:83]>>[CH3:1][O:2][c:3]1[cH:4][cH:5][c:6]([C:9]([O:10][CH2:11][CH:12]2[O:13][CH:14]([n:20]3[c:21]4[n:22][c:23]([NH:31][C:32]([c:33]5[cH:34][cH:35][cH:36][cH:37][cH:38]5)([c:39]5[cH:40][cH:41][c:42]([O:45][CH3:46])[cH:43][cH:44]5)[c:47]5[cH:48][cH:49][c:50]([O:53][CH3:54])[cH:51][cH:52]5)[n:24][c:25]([O:29][CH3:30])[c:26]4[n:27][cH:28]3)[C:15]([CH3:18])([F:19])[CH:16]2[O:17][C:70](=[O:71])[O:72][CH2:73][c:74]2[cH:75][cH:76][cH:77][cH:78][cH:79]2)([c:55]2[cH:56][cH:57][cH:58][cH:59][cH:60]2)[c:61]2[cH:62][cH:63][c:64]([O:67][CH3:68])[cH:65][cH:66]2)[cH:7][cH:8]1. The reactants are CC(=O)N1CCNCC1, CCOc1ccccc1C1=NC(c2ccc(Cl)cc2)C(c2ccc(Cl)cc2)N1C(=O)Cl. The product is CCOc1ccccc1C1=NC(c2ccc(Cl)cc2)C(c2ccc(Cl)cc2)N1C(=O)N1CCN(C(C)=O)CC1. Reaction SMILES: [C:32]([CH3:33])(=[O:34])[N:35]1[CH2:36][CH2:37][NH:38][CH2:39][CH2:40]1.[Cl:1][c:2]1[cH:3][cH:4][c:5]([CH:8]2[N:9]=[C:10]([c:23]3[c:24]([O:29][CH2:30][CH3:31])[cH:25][cH:26][cH:27][cH:28]3)[N:11]([C:20](=[O:21])[Cl:22])[CH:12]2[c:13]2[cH:14][cH:15][c:16]([Cl:19])[cH:17][cH:18]2)[cH:6][cH:7]1>>[Cl:1][c:2]1[cH:3][cH:4][c:5]([CH:8]2[N:9]=[C:10]([c:23]3[c:24]([O:29][CH2:30][CH3:31])[cH:25][cH:26][cH:27][cH:28]3)[N:11]([C:20](=[O:21])[N:38]3[CH2:37][CH2:36][N:35]([C:32]([CH3:33])=[O:34])[CH2:40][CH2:39]3)[CH:12]2[c:13]2[cH:14][cH:15][c:16]([Cl:19])[cH:17][cH:18]2)[cH:6][cH:7]1. Starting materials: CCCc1nc2c(C)cc(-c3cn4ccccc4n3)cc2n1Cc1ccc(-c2ccccc2C(=O)OC(C)(C)C)cc1, ClCCl, O=C(O)C(F)(F)F. Yields the product CCCc1nc2c(C)cc(-c3cn4ccccc4n3)cc2n1Cc1ccc(-c2ccccc2C(=O)O)cc1. RXN SMILES: [CH2:1]([CH2:2][CH3:3])[c:4]1[n:5][c:6]2[c:7]([n:8]1[CH2:9][c:10]1[cH:11][cH:12][c:13](-[c:16]3[c:17]([C:22](=[O:23])[O:24][C:25]([CH3:26])([CH3:27])[CH3:28])[cH:18][cH:19][cH:20][cH:21]3)[cH:14][cH:15]1)[cH:29][c:30](-[c:34]1[n:35][c:36]3[n:37]([cH:38][cH:39][cH:40][cH:41]3)[cH:42]1)[cH:31][c:32]2[CH3:33].[CH2:50]([Cl:51])[Cl:52].[OH:43][C:44]([C:45]([F:46])([F:47])[F:48])=[O:49]>>[CH2:1]([CH2:2][CH3:3])[c:4]1[n:5][c:6]2[c:7]([n:8]1[CH2:9][c:10]1[cH:11][cH:12][c:13](-[c:16]3[c:17]([C:22](=[O:23])[OH:24])[cH:18][cH:19][cH:20][cH:21]3)[cH:14][cH:15]1)[cH:29][c:30](-[c:34]1[n:35][c:36]3[n:37]([cH:38][cH:39][cH:40][cH:41]3)[cH:42]1)[cH:31][c:32]2[CH3:33]. The reactants are Cl (hydrochloric acid), BrC=1C(=CC(=C(C=O)C1)[N+](=O)[O-])F (5-Bromo-4-fluoro-2-nitrobenzaldehyde), [OH-].[Na+] (sodium hydroxide). Reagents/catalysts: [Fe] (iron). The solvent is C(C)O.O (ethanol water). The product is BrC=1C(=CC(=C(C=O)C1)N)F (5-bromo-4-fluoro-2-aminobenzaldehyde). Isolated yield 78.0%. As a reaction SMILES: [Br:1][C:2]1[C:3]([F:13])=[CH:4][C:5]([N+:10]([O-])=O)=[C:6]([CH:9]=1)[CH:7]=[O:8].Cl.[OH-].[Na+]>[Fe].C(O)C.O>[Br:1][C:2]1[C:3]([F:13])=[CH:4][C:5]([NH2:10])=[C:6]([CH:9]=1)[CH:7]=[O:8] |f:2.3,5.6|. Procedure: To a solution of Example 115A (1.0 g, 4.0 mmol) in 1: 1 ethanol-water (50 mL), was added iron-powder (0.6 g) then 6 N hydrochloric acid (1 mL). The reaction mixture was heated to reflux overnight, cooled, neutralized with I N sodium hydroxide, filtered, and the filtrate extracted with ethyl acetate (3x). The organic extracts were dried over magnesium sulfate, filtered and solvent evaporated to provide 0.68 g of 5-bromo-4-fluoro-2-aminobenzaldehyde. To a solution of 2-amino-5-bromo-4-fluorobenzal... Run in N1=CC=CC=C1 (pyridine). Reactants: COC=1N=C2[C@@H](C[C@@H](NC2=CC1)C)NC(C)=O ((+/−)-cis-N-(6-methoxy-2-methyl-1,2,3,4-tetrahydro-[1,5]naphthyridin-4-yl)acetamide), CN(C)C1=NC=CC=C1 (dimethylaminopyridine), C(C)C1NC=2C=C3C(=NC2C(C1C)NC=1C=NC=2CCCCC2C1)CCCC3 ((2-ethyl-3-methyl-1,2,3,4,6,7,8,9-octahydro benzo [b][1,5]napthyridin-4yl)-(5,6,7,8-tetrahydro-quinolin-3-yl)-amine), ClC(=O)OC(C)C (isopropyl chloroformate). Yield: 31.0%. Reaction SMILES: COC1N=C2C(=CC=1)N[C@@H](C)C[C@H]2NC(=O)C.[CH2:18]([CH:20]1[CH:29]([CH3:30])[CH:28]([NH:31][C:32]2[CH:33]=[N:34][C:35]3[CH2:36][CH2:37][CH2:38][CH2:39][C:40]=3[CH:41]=2)[C:27]2[N:26]=[C:25]3[CH2:42][CH2:43][CH2:44][CH2:45][C:24]3=[CH:23][C:22]=2[NH:21]1)[CH3:19].Cl[C:47]([O:49][CH:50]([CH3:52])[CH3:51])=[O:48].CN(C1C=CC=CN=1)C>N1C=CC=CC=1>[CH:50]([O:49][C:47]([N:21]1[CH:20]([CH2:18][CH3:19])[CH:29]([CH3:30])[CH:28]([NH:31][C:32]2[CH:33]=[N:34][C:35]3[CH2:36][CH2:37][CH2:38][CH2:39][C:40]=3[CH:41]=2)[C:27]2[N:26]=[C:25]3[CH2:42][CH2:43][CH2:44][CH2:45][C:24]3=[CH:23][C:22]1=2)=[O:48])([CH3:52])[CH3:51]. Product: C(C)(C)OC(=O)N1C=2C=C3C(=NC2C(C(C1CC)C)NC=1C=NC=2CCCCC2C1)CCCC3 (2-Ethyl-3-methyl-4-(5,6,7,8-tetrahydro-quinolin-3-ylamino)-3,4,6,7,8,9-hexahydro-2H-benzo[b][1,5]napthyridine-1-carboxylic acid isopropyl ester). Reported procedure: Prepare the title compound by essentially following the procedure described in Example 46, Step 2, by replacing (+/−)-cis-N-(6-methoxy-2-methyl-1,2,3,4-tetrahydro-[1,5]naphthyridin-4-yl)acetamide, with (2-ethyl-3-methyl-1,2,3,4,6,7,8,9-octahydro benzo [b][1,5]napthyridin-4yl)-(5,6,7,8-tetrahydro-quinolin-3-yl)-amine (0.575 g, 1.52 mmol), and using isopropyl chloroformate, pyridine, and dimethylaminopyridine. Purify using silica gel column chromatography (gradient eluent, neat ethyl acetate) to p...